Task: describe an organic reaction: reactants, conditions, products, and yield. Dataset: the Open Reaction Database (ORD), a public repository of structured organic reaction records Reactants: C1(=CC=C(C=C1)S(=O)(=O)Cl)C (p-toluenesulphonic acid chloride), ice, C1(CC(CC1)O)O (cyclopentan-1,3-diol). Run in ClCCl (dichloromethane), ClCCl (dichloromethane), N1=CC=CC=C1 (pyridine), ClCCl (dichloromethane). Reaction conditions: temperature 15 celsius, time 45 minute. Product: CC1=CC=C(C=C1)S(=O)(=O)OC1CC(CC1)O (3-(4-methyl-phenylsulphonyloxy)-cyclopentanol). RXN SMILES: [C:1]1([CH3:11])[CH:6]=[CH:5][C:4]([S:7](Cl)(=[O:9])=[O:8])=[CH:3][CH:2]=1.[CH:12]1([OH:18])[CH2:16][CH2:15][CH:14]([OH:17])[CH2:13]1>ClCCl.N1C=CC=CC=1>[CH3:11][C:1]1[CH:6]=[CH:5][C:4]([S:7]([O:17][CH:14]2[CH2:15][CH2:16][CH:12]([OH:18])[CH2:13]2)(=[O:9])=[O:8])=[CH:3][CH:2]=1. Procedure: A solution of 9.00 g p-toluenesulphonic acid chloride in 30 ml dichloromethane is added dropwise to an ice-cooled solution of 4.97 g cyclopentan-1,3-diol (cis/trans mixture) in 15 ml of pyridine and 10 ml dichloromethane. The solution is stirred for 45 min at 15° C. The solution is diluted with 100 ml dichloromethane, washed twice with 2 N hydrochloric acid and once with water. After drying through sodium sulphate and elimination of the solvent the product is obtained as a brown oil.